Dataset: the Open Reaction Database (ORD), a public repository of structured organic reaction records. Task: describe an organic reaction: reactants, conditions, products, and yield Reactants: CO, ClCCl, Cl, CC(C)(C)OC(=O)N1CCC(c2nsc(Nc3ncc(Sc4ccccn4)cc3Oc3ccccc3)n2)CC1, C1COCCO1. Yields the product c1ccc(Oc2cc(Sc3ccccn3)cnc2Nc2nc(C3CCNCC3)ns2)cc1. Reaction SMILES: [CH3:43][OH:44].[Cl:40][CH2:41][Cl:42].[ClH:45].[O:1]([c:2]1[cH:3][cH:4][cH:5][cH:6][cH:7]1)[c:8]1[c:9]([NH:21][c:22]2[n:23][c:24]([CH:27]3[CH2:28][CH2:29][N:30]([C:33]([O:34][C:35]([CH3:36])([CH3:37])[CH3:38])=[O:39])[CH2:31][CH2:32]3)[n:25][s:26]2)[n:10][cH:11][c:12]([S:14][c:15]2[n:16][cH:17][cH:18][cH:19][cH:20]2)[cH:13]1.[O:46]1[CH2:47][CH2:48][O:49][CH2:50][CH2:51]1>>[O:1]([c:2]1[cH:3][cH:4][cH:5][cH:6][cH:7]1)[c:8]1[c:9]([NH:21][c:22]2[n:23][c:24]([CH:27]3[CH2:28][CH2:29][NH:30][CH2:31][CH2:32]3)[n:25][s:26]2)[n:10][cH:11][c:12]([S:14][c:15]2[n:16][cH:17][cH:18][cH:19][cH:20]2)[cH:13]1. The reactants are CS(=O)(=O)c1ccc(Oc2cc(N)c([N+](=O)[O-])cc2Br)cc1, CC(C)(C)OC(=O)n1cccc1B(O)O, COCCOC, [Na+], [Na+], O=C([O-])[O-], O. Yields the product CC(C)(C)OC(=O)n1cccc1-c1cc([N+](=O)[O-])c(N)cc1Oc1ccc(S(C)(=O)=O)cc1. Reaction SMILES: [Br:23][c:24]1[cH:25][c:26]([N+:42](=[O:43])[O-:44])[c:27]([NH2:41])[cH:28][c:29]1[O:30][c:31]1[cH:32][cH:33][c:34]([S:37](=[O:38])(=[O:39])[CH3:40])[cH:35][cH:36]1.[C:1]([CH3:2])([CH3:3])([CH3:4])[O:5][C:6](=[O:7])[n:8]1[c:9]([B:13]([OH:14])[OH:15])[cH:10][cH:11][cH:12]1.[CH2:45]([CH2:46][O:47][CH3:48])[O:49][CH3:50].[Na+:16].[Na+:17].[O-:18][C:19](=[O:20])[O-:21].[OH2:22]>>[C:1]([CH3:2])([CH3:3])([CH3:4])[O:5][C:6](=[O:7])[n:8]1[c:9](-[c:24]2[cH:25][c:26]([N+:42](=[O:43])[O-:44])[c:27]([NH2:41])[cH:28][c:29]2[O:30][c:31]2[cH:32][cH:33][c:34]([S:37](=[O:38])(=[O:39])[CH3:40])[cH:35][cH:36]2)[cH:10][cH:11][cH:12]1. Reactants: NC=1C(=NC(=NC1)NC1=CC=C(C=C1)N1CCN(CC1)C(=O)OC(C)(C)C)NC1CCCC1 (5-amino-2-[[4-[4-(tert-butoxycarbonyl)piperazin-1-yl]phenyl]amino]-4-(cyclopentylamino)pyrimidine), C(C=O)(=O)OCCCC (butyl glyoxylate), CC(=O)O (HOAc). Solvent: CCO (EtOH). Yields the product C(C)(C)(C)OC(=O)N1CCN(CC1)C1=CC=C(C=C1)NC1=NC=2N(C(C=NC2C=N1)=O)C1CCCC1 (2-[[4-[4(tert-Butoxycarbonyl)piperazin-1-yl]phenyl]amino]-8-cyclopentyl-8H-pteridin-7-one). Yield: 42.9%. RXN SMILES: [NH2:1][C:2]1[C:3]([NH:28][CH:29]2[CH2:33][CH2:32][CH2:31][CH2:30]2)=[N:4][C:5]([NH:8][C:9]2[CH:14]=[CH:13][C:12]([N:15]3[CH2:20][CH2:19][N:18]([C:21]([O:23][C:24]([CH3:27])([CH3:26])[CH3:25])=[O:22])[CH2:17][CH2:16]3)=[CH:11][CH:10]=2)=[N:6][CH:7]=1.[C:34](OCCCC)(=O)[CH:35]=[O:36].CC(O)=O>CCO>[C:24]([O:23][C:21]([N:18]1[CH2:19][CH2:20][N:15]([C:12]2[CH:13]=[CH:14][C:9]([NH:8][C:5]3[N:6]=[CH:7][C:2]4[N:1]=[CH:34][C:35](=[O:36])[N:28]([CH:29]5[CH2:30][CH2:31][CH2:32][CH2:33]5)[C:3]=4[N:4]=3)=[CH:10][CH:11]=2)[CH2:16][CH2:17]1)=[O:22])([CH3:27])([CH3:26])[CH3:25]. Reported procedure: A mixture of 0.82 g (1.8 mmol) of 5-amino-2-[[4-[4-(tert-butoxycarbonyl)piperazin-1-yl]phenyl]amino]-4-(cyclopentylamino)pyrimidine (from preparation 14A), 0.52 g (4 mmol) of butyl glyoxylate (F. J. Wolf, J. Weijlard, Org. Synth. Coll., 1963;4:124–125), and 0.5 mL HOAc in 15 mL of EtOH is heated under reflux for 14 hours, and the solvent is removed under vacuum. The residue is diluted with aqueous ammonia solution and extracted into EtOAc. Chromatography on silica, eluting with hexane/EtOAc (3:2... Starting materials: CC(=O)OC(C)=O, CCN(C(C)C)C(C)C, ClCCl, O=C(Cl)c1ccc(F)c([N+](=O)[O-])c1. Product: O=C(O)c1ccc(F)c([N+](=O)[O-])c1. As a reaction SMILES: [CH3:23][C:24](=[O:25])[O:26][C:27](=[O:28])[CH3:29].[CH:1]([N:2]([CH2:3][CH3:4])[CH:5]([CH3:6])[CH3:7])([CH3:8])[CH3:9].[Cl:30][CH2:31][Cl:32].[F:10][c:11]1[c:12]([N+:20](=[O:21])[O-:22])[cH:13][c:14]([C:15](=[O:16])[Cl:17])[cH:18][cH:19]1>>[F:10][c:11]1[c:12]([N+:20](=[O:21])[O-:22])[cH:13][c:14]([C:15](=[O:16])[OH:25])[cH:18][cH:19]1. The reactants are BrC1=CC(=C(C=C1F)O)[N+](=O)[O-] (4-bromo-5-fluoro-2-nitrophenol), [Cl-].[NH4+] (ammonium chloride). The reagents and catalysts are [Zn] (zinc). Run in CO (MeOH), C1CCOC1 (THF). Run at time 8 hour. Yields the product NC1=C(C=C(C(=C1)Br)F)O (2-amino-4-bromo-5-fluorophenol). Isolated yield 109.1%. Reaction SMILES: [Br:1][C:2]1[C:7]([F:8])=[CH:6][C:5]([OH:9])=[C:4]([N+:10]([O-])=O)[CH:3]=1.[Cl-].[NH4+]>CO.C1COCC1.[Zn]>[NH2:10][C:4]1[CH:3]=[C:2]([Br:1])[C:7]([F:8])=[CH:6][C:5]=1[OH:9] |f:1.2|. Procedure details: To a solution of 4-bromo-5-fluoro-2-nitrophenol (40.0 g, 169 mmol) in MeOH (250 mL) and THF (250 mL) was added zinc powder (91.0 g, 1700 mmol) and ammonium chloride (111.0 g, 1700 mmol) and the reaction mixture was stirred at ambient temperature overnight. The reaction mixture was filtered and the filtrate was concentrated in vacuo. The residue was washed with cold water to give 2-amino-4-bromo-5-fluorophenol (38.0 g, crude) which was used in the next step directly without further purification. ... Starting materials: CC(C)O, CCN1C(=O)C(F)(F)CN(C2CCCC2)c2nc(Cl)ncc21, COc1cc(C(=O)NC2CCN(C)CC2)ccc1N, O, Cc1ccc(S(=O)(=O)O)cc1. Product: CCN1C(=O)C(F)(F)CN(C2CCCC2)c2nc(Nc3ccc(C(=O)NC4CCN(C)CC4)cc3OC)ncc21. Reaction SMILES: [CH3:54][CH:55]([OH:56])[CH3:57].[Cl:1][c:2]1[n:3][cH:4][c:5]2[c:6]([n:22]1)[N:7]([CH:17]1[CH2:18][CH2:19][CH2:20][CH2:21]1)[CH2:8][C:9]([F:15])([F:16])[C:10](=[O:14])[N:11]2[CH2:12][CH3:13].[NH2:23][c:24]1[c:25]([O:40][CH3:41])[cH:26][c:27]([C:28](=[O:29])[NH:30][CH:31]2[CH2:32][CH2:33][N:34]([CH3:37])[CH2:35][CH2:36]2)[cH:38][cH:39]1.[OH2:42].[c:43]1([CH3:44])[cH:45][cH:46][c:47]([S:48]([OH:49])(=[O:50])=[O:51])[cH:52][cH:53]1>>[c:2]1([NH:23][c:24]2[c:25]([O:40][CH3:41])[cH:26][c:27]([C:28](=[O:29])[NH:30][CH:31]3[CH2:32][CH2:33][N:34]([CH3:37])[CH2:35][CH2:36]3)[cH:38][cH:39]2)[n:3][cH:4][c:5]2[c:6]([n:22]1)[N:7]([CH:17]1[CH2:18][CH2:19][CH2:20][CH2:21]1)[CH2:8][C:9]([F:15])([F:16])[C:10](=[O:14])[N:11]2[CH2:12][CH3:13]. Starting materials: BrC=1C(=NC=C(C(=O)NC2=CC=C(C=C2)OC(F)(F)F)C1)Cl (5-bromo-6-chloro-N-(4-(trifluoromethoxy)phenyl)nicotinamide), CN(CCCNC)C (N1,N1,N3-trimethylpropane-1,3-diamine), CCN(C(C)C)C(C)C (DIPEA). Solvent: CC(C)O (iPrOH). Product: BrC=1C(=NC=C(C(=O)NC2=CC=C(C=C2)OC(F)(F)F)C1)N(C)CCCN(C)C (5-Bromo-6-((3-(dimethylamino)propyl)(methyl)amino)-N-(4-(trifluoromethoxy)phenyl)nicotinamide), CCN(C(C)C)C(C)C.Cl (DIPEA hydrochloride). Reaction SMILES: [Br:1][C:2]1[C:3]([Cl:22])=[N:4][CH:5]=[C:6]([CH:21]=1)[C:7]([NH:9][C:10]1[CH:15]=[CH:14][C:13]([O:16][C:17]([F:20])([F:19])[F:18])=[CH:12][CH:11]=1)=[O:8].[CH3:23][N:24]([CH3:30])[CH2:25][CH2:26][CH2:27][NH:28][CH3:29].[CH3:31][CH2:32][N:33]([CH:37]([CH3:39])[CH3:38])[CH:34]([CH3:36])[CH3:35]>CC(O)C>[Br:1][C:2]1[C:3]([N:28]([CH2:27][CH2:26][CH2:25][N:24]([CH3:30])[CH3:23])[CH3:29])=[N:4][CH:5]=[C:6]([CH:21]=1)[C:7]([NH:9][C:10]1[CH:15]=[CH:14][C:13]([O:16][C:17]([F:20])([F:19])[F:18])=[CH:12][CH:11]=1)=[O:8].[CH3:31][CH2:32][N:33]([CH:37]([CH3:39])[CH3:38])[CH:34]([CH3:36])[CH3:35].[ClH:22] |f:5.6|. Procedure details: A mixture of 5-bromo-6-chloro-N-(4-(trifluoromethoxy)phenyl)nicotinamide (Stage 12.2, 237 mg, 0.60 mmol), N1,N1,N3-trimethylpropane-1,3-diamine (84 mg, 0.72 mmol), iPrOH (2.4 mL) and DIPEA (0.205 mL, 0.155 g, 1.2 mmol) were subjected to MW irradiation at 140° C. for 120 min. The vial was cooled to RT and the RM was evaporated to dryness under reduced pressure. No further purification was required to afford the title compound in an equimolar mixture with DIPEA hydrochloride. UPLC-MS (Condition 8)... Reactants: ClC=1N=C(C2=C(N1)C(C(N2C)=O)C)N2CCOCC2 (2-chloro-5,7-dimethyl-4-morpholino-5H-pyrrolo[3,2-d]pyrimidin-6(7H)-one), C[Si]([N-][Si](C)(C)C)(C)C.[Li+] (lithium hexamethyldisilazide), C(C=C)Br (Allyl bromide). The solvent is C1CCOC1 (THF), C1CCOC1 (THF), C1CCOC1 (THF). Reaction conditions: temperature -78 celsius, time 60 minute. Yields the product C(C=C)C1(C(N(C2=C1N=C(N=C2N2CCOCC2)Cl)C)=O)C (7-allyl-2-chloro-5,7-dimethyl-4-morpholino-5H-pyrrolo[3,2-d]pyrimidin-6(7H)-one). Isolated yield 80.3%. Reaction SMILES: [Cl:1][C:2]1[N:3]=[C:4]([N:14]2[CH2:19][CH2:18][O:17][CH2:16][CH2:15]2)[C:5]2[N:10]([CH3:11])[C:9](=[O:12])[CH:8]([CH3:13])[C:6]=2[N:7]=1.[CH3:20][Si](C)(C)[N-][Si](C)(C)C.[Li+].[CH2:30](Br)[CH:31]=C>C1COCC1>[CH2:13]([C:8]1([CH3:20])[C:6]2[N:7]=[C:2]([Cl:1])[N:3]=[C:4]([N:14]3[CH2:19][CH2:18][O:17][CH2:16][CH2:15]3)[C:5]=2[N:10]([CH3:11])[C:9]1=[O:12])[CH:30]=[CH2:31] |f:1.2|. Procedure: To 2-chloro-5,7-dimethyl-4-morpholino-5H-pyrrolo[3,2-d]pyrimidin-6(7H)-one (92.0 mg, 0.32 mmol) in anhydrous THF (5 mL) under N2 at −78° C. was added dropwise 1.0 M lithium hexamethyldisilazide in THF (0.65 mL, 0.65 mmol). The reaction mixture was stirred at −78° C. under N2 for 60 minutes. Allyl bromide (0.062 mL, 0.72 mmol) dissolved in 0.5 mL of THF was added, and the reaction mixture was stirred at ambient temperature for 16 h. The reaction mixture was quenched with saturated aqueous NH4Cl s...